Dataset: the Open Reaction Database (ORD), a public repository of structured organic reaction records. Task: describe an organic reaction: reactants, conditions, products, and yield The reactants are Cc1ccc(-c2cccc3c2OC(COS(=O)(=O)c2ccc(C)cc2)C3)cc1, [N-]=[N+]=[N-], [Na+]. The product is Cc1ccc(-c2cccc3c2OC(CN=[N+]=[N-])C3)cc1. Reaction SMILES: [CH3:1][c:2]1[cH:3][cH:4][c:5]([S:6]([O:7][CH2:12][CH:13]2[O:14][c:15]3[c:16]([cH:18][cH:19][cH:20][c:21]3-[c:22]3[cH:23][cH:24][c:25]([CH3:28])[cH:26][cH:27]3)[CH2:17]2)(=[O:8])=[O:9])[cH:10][cH:11]1.[N-:30]=[N+:31]=[N-:32].[Na+:29]>>[CH2:12]([CH:13]1[O:14][c:15]2[c:16]([cH:18][cH:19][cH:20][c:21]2-[c:22]2[cH:23][cH:24][c:25]([CH3:28])[cH:26][cH:27]2)[CH2:17]1)[N:30]=[N+:31]=[N-:32].